describe an organic reaction: reactants, conditions, products, and yield From a dataset of the Open Reaction Database (ORD), a public repository of structured organic reaction records. The reactants are Cc1ccc(S(=O)(=O)NNC(=O)c2ccc(C(C(N)=O)C(C)c3ccccc3N3CCCCC3)cc2)cc1, [Na+], [Na+], O=C([O-])[O-], OCCO. Product: CC(c1ccccc1N1CCCCC1)C(C(N)=O)c1ccc(C=O)cc1. As a reaction SMILES: [N:1]1([c:7]2[c:8]([CH:13]([CH3:14])[CH:15]([c:16]3[cH:17][cH:18][c:19]([C:20](=[O:21])[NH:22][NH:23][S:24]([c:25]4[cH:26][cH:27][c:28]([CH3:29])[cH:30][cH:31]4)(=[O:32])=[O:33])[cH:34][cH:35]3)[C:36](=[O:37])[NH2:38])[cH:9][cH:10][cH:11][cH:12]2)[CH2:2][CH2:3][CH2:4][CH2:5][CH2:6]1.[Na+:39].[Na+:40].[O-:41][C:42](=[O:43])[O-:44].[OH:45][CH2:46][CH2:47][OH:48]>>[N:1]1([c:7]2[c:8]([CH:13]([CH3:14])[CH:15]([c:16]3[cH:17][cH:18][c:19]([CH:20]=[O:21])[cH:34][cH:35]3)[C:36](=[O:37])[NH2:38])[cH:9][cH:10][cH:11][cH:12]2)[CH2:2][CH2:3][CH2:4][CH2:5][CH2:6]1. The reactants are CO, C1=C(c2nccs2)CCC2(C1)OCCO2. Yields the product c1csc(C2CCC3(CC2)OCCO3)n1. RXN SMILES: [CH3:16][OH:17].[O:1]1[CH2:2][CH2:3][O:4][C:5]12[CH2:6][CH:7]=[C:8]([c:11]1[s:12][cH:13][cH:14][n:15]1)[CH2:9][CH2:10]2>>[O:1]1[CH2:2][CH2:3][O:4][C:5]12[CH2:6][CH2:7][CH:8]([c:11]1[s:12][cH:13][cH:14][n:15]1)[CH2:9][CH2:10]2. Starting materials: COC(C)(C)C#CC=CCBr, CCN(CC=CC#CC(C)(C)OC)Cc1cccc(O)c1, CCN(CC=CC#CC(C)(C)C)Cc1cccc(O)c1, CNCc1cccc(O)c1, CCCN(CC=CC#CC(C)(C)C)Cc1cccc(O)c1, CO, CN, CCN, CCCN, CO. The product is CN(CC=CC#CC(C)(C)C)Cc1cccc(O)c1. RXN SMILES: [Br:84][CH2:85][CH:86]=[CH:87][C:88]#[C:89][C:90]([O:91][CH3:92])([CH3:93])[CH3:94].[CH2:52]([N:53]([CH2:54][c:55]1[cH:56][cH:57][cH:58][c:59]([OH:60])[cH:61]1)[CH2:62][CH:63]=[CH:64][C:65]#[C:66][C:67]([O:68][CH3:69])([CH3:70])[CH3:71])[CH3:72].[CH3:11][C:12]([C:13]#[C:14][CH:15]=[CH:16][CH2:17][N:18]([CH2:19][CH3:20])[CH2:21][c:22]1[cH:23][c:24]([OH:28])[cH:25][cH:26][cH:27]1)([CH3:29])[CH3:30].[CH3:1][NH:2][CH2:3][c:4]1[cH:5][cH:6][cH:7][c:8]([OH:9])[cH:10]1.[CH3:31][C:32]([CH3:33])([CH3:34])[C:35]#[C:36][CH:37]=[CH:38][CH2:39][N:40]([CH2:41][c:42]1[cH:43][cH:44][cH:45][c:46]([OH:47])[cH:48]1)[CH2:49][CH2:50][CH3:51].[CH3:73][OH:74].[CH3:75][NH2:76].[CH3:77][CH2:78][NH2:79].[CH3:80][CH2:81][CH2:82][NH2:83].[CH3:95][OH:96]>>[CH3:11][C:12]([C:13]#[C:14][CH:15]=[CH:16][CH2:17][N:18]([CH3:19])[CH2:21][c:22]1[cH:23][c:24]([OH:28])[cH:25][cH:26][cH:27]1)([CH3:29])[CH3:30].